From a dataset of the Open Reaction Database (ORD), a public repository of structured organic reaction records. describe an organic reaction: reactants, conditions, products, and yield Starting materials: [BH4-], CC(C)(C)O, CCOC(C)=O, CNc1cc(OC)ccc1[N+](=O)[O-], [Cl-], [Na+], [Na+], O=C([O-])O. Yields the product CNc1cc(OC)ccc1N. RXN SMILES: [BH4-:15].[C:28]([OH:29])([CH3:30])([CH3:31])[CH3:32].[CH3:22][CH2:23][O:24][C:25](=[O:26])[CH3:27].[CH3:2][NH:3][c:4]1[c:5]([N+:12]([O-:13])=[O:14])[cH:6][cH:7][c:8]([O:10][CH3:11])[cH:9]1.[Cl-:1].[Na+:16].[Na+:17].[OH:18][C:19](=[O:20])[O-:21]>>[CH3:2][NH:3][c:4]1[c:5]([NH2:12])[cH:6][cH:7][c:8]([O:10][CH3:11])[cH:9]1. The reactants are NC1=NC(CCOc2cccc(OCc3ccccc3)c2)CO1, CO. The product is NC1=NC(CCOc2cccc(O)c2)CO1. Reaction SMILES: [CH2:1]([c:2]1[cH:3][cH:4][cH:5][cH:6][cH:7]1)[O:8][c:9]1[cH:10][c:11]([O:12][CH2:13][CH2:14][CH:15]2[N:16]=[C:17]([NH2:20])[O:18][CH2:19]2)[cH:21][cH:22][cH:23]1.[CH3:24][OH:25]>>[OH:8][c:9]1[cH:10][c:11]([O:12][CH2:13][CH2:14][CH:15]2[N:16]=[C:17]([NH2:20])[O:18][CH2:19]2)[cH:21][cH:22][cH:23]1.